The task is: describe an organic reaction: reactants, conditions, products, and yield. This data is from the Open Reaction Database (ORD), a public repository of structured organic reaction records. The reactants are C(C)(=O)NC1=C2CCC(CC2=CC=C1)=O (5-acetylamino-2-tetralone), Cl.C(\C=C/C1=CC=CC=C1)N (cis-cinnamyl-aminehydrochloride). Product: Cl.C(C)(=O)NC1=C2CCC(CC2=CC=C1)NC\C=C/C1=CC=CC=C1 (5-Acetylamino-2-(cis-cinnamylamino)-tetralinehydrochloride). As a reaction SMILES: [C:1]([NH:4][C:5]1[CH:14]=[CH:13][CH:12]=[C:11]2[C:6]=1[CH2:7][CH2:8][C:9](=O)[CH2:10]2)(=[O:3])[CH3:2].[ClH:16].[CH2:17]([NH2:26])/[CH:18]=[CH:19]\[C:20]1[CH:25]=[CH:24][CH:23]=[CH:22][CH:21]=1>>[ClH:16].[C:1]([NH:4][C:5]1[CH:14]=[CH:13][CH:12]=[C:11]2[C:6]=1[CH2:7][CH2:8][CH:9]([NH:26][CH2:17]/[CH:18]=[CH:19]\[C:20]1[CH:25]=[CH:24][CH:23]=[CH:22][CH:21]=1)[CH2:10]2)(=[O:3])[CH3:2] |f:1.2,3.4|. Procedure details: Starting from 1.02 g (0.005 mol) of 5-acetylamino-2-tetralone and 1.7 g (0.01 mol) of cis-cinnamyl-aminehydrochloride the title compound is obtained analogously to Example 4.1.11 in a yield of 1.35 g (76.5% of theory) and with a melting point of 246° C., which does not change after recrystallisation from methanol/ether. Starting materials: COC, CS(C)=O, FC(F)(F)c1ccc(Cl)nc1, [K+], [OH-], Oc1ccc(O)cc1. Yields the product Oc1ccc(Oc2ccc(C(F)(F)F)cn2)cc1. RXN SMILES: [CH3:1][O:2][CH3:3].[CH3:25][S:26](=[O:27])[CH3:28].[Cl:12][c:13]1[n:14][cH:15][c:16]([C:19]([F:20])([F:21])[F:22])[cH:17][cH:18]1.[K+:24].[OH-:23].[c:4]1([OH:5])[cH:6][cH:7][c:8]([OH:9])[cH:10][cH:11]1>>[c:4]1([OH:5])[cH:6][cH:7][c:8]([O:9][c:13]2[n:14][cH:15][c:16]([C:19]([F:20])([F:21])[F:22])[cH:17][cH:18]2)[cH:10][cH:11]1. Starting materials: CC(C)(C)OC(=O)NCCc1cc(F)c(O)c(F)c1, CS(C)=O, N#Cc1ccc(Cl)nc1, [H-], [Na+], O. Product: CC(C)(C)OC(=O)NCCc1cc(F)c(Oc2ccc(C#N)cn2)c(F)c1. RXN SMILES: [C:1]([CH3:2])([CH3:3])([CH3:4])[O:5][C:6]([NH:7][CH2:8][CH2:9][c:10]1[cH:11][c:12]([F:18])[c:13]([OH:17])[c:14]([F:16])[cH:15]1)=[O:19].[CH3:32][S:33]([CH3:34])=[O:35].[Cl:20][c:21]1[n:22][cH:23][c:24]([C:25]#[N:26])[cH:27][cH:28]1.[H-:29].[Na+:30].[OH2:31]>>[C:1]([CH3:2])([CH3:3])([CH3:4])[O:5][C:6]([NH:7][CH2:8][CH2:9][c:10]1[cH:11][c:12]([F:18])[c:13]([O:17][c:21]2[n:22][cH:23][c:24]([C:25]#[N:26])[cH:27][cH:28]2)[c:14]([F:16])[cH:15]1)=[O:19]. The reactants are N#CN1CCC(c2nsc3ccccc23)CC1, CCCCCC, OCC1CC1, [H][H]. Yields the product N=C(OCC1CC1)N1CCC(c2nsc3ccccc23)CC1. As a reaction SMILES: [C:8](#[N:9])[N:10]1[CH2:11][CH2:12][CH:13]([c:16]2[n:17][s:18][c:19]3[c:20]2[cH:21][cH:22][cH:23][cH:24]3)[CH2:14][CH2:15]1.[CH3:25][CH2:26][CH2:27][CH2:28][CH2:29][CH3:30].[CH:1]1([CH2:4][OH:5])[CH2:2][CH2:3]1.[H:6][H:7]>>[CH:1]1([CH2:4][O:5][C:8](=[NH:9])[N:10]2[CH2:11][CH2:12][CH:13]([c:16]3[n:17][s:18][c:19]4[c:20]3[cH:21][cH:22][cH:23][cH:24]4)[CH2:14][CH2:15]2)[CH2:2][CH2:3]1. Starting materials: C(=O)(C(F)(F)F)O (TFA), N[C@@H](CCC(OC(C)(C)C)=O)C(=O)OC(C)(C)C (L-Glu(OtBu)-OtBu), C(CCCCCCCCCCCCCCC(=O)[O-])(=O)ON1C(CCC1=O)=O (succinimidyl hexadecandioate), [B-](F)(F)(F)F.CN(C)C(=[N+](C)C)ON1C(=O)CCC1=O (TSTU). Yields the product N[C@@H](CCC(O)=O)C(=O)O (L-Glu). Reaction SMILES: [NH2:1][C@H:2]([C:12]([O:14]C(C)(C)C)=[O:13])[CH2:3][CH2:4][C:5](=[O:11])[O:6]C(C)(C)C.C(ON1C(=O)CCC1=O)(=O)CCCCCCCCCCCCCCC([O-])=O.[B-](F)(F)(F)F.CN(C(ON1C(=O)CCC1=O)=[N+](C)C)C.C(O)(C(F)(F)F)=O>>[NH2:1][C@H:2]([C:12]([OH:14])=[O:13])[CH2:3][CH2:4][C:5](=[O:6])[OH:11] |f:2.3|. Procedure: This compound was prepared in analogy with example 4, via reaction of L-Glu(OtBu)-OtBu with succinimidyl hexadecandioate followed by activation with TSTU, coupling with Des(B30) human insulin and deprotection by TFA. LCMS 6130.8, calculated 6132.2.